describe an organic reaction: reactants, conditions, products, and yield From a dataset of the Open Reaction Database (ORD), a public repository of structured organic reaction records. The reactants are C1(CCCC1)C1=CN(C2=CC(=CC=C12)C(=O)OC(C)C)C (isopropyl 3-cyclopentyl-1-methyl-1H-indole-6-carboxylate), C(C)(=O)OC(C)C (isopropyl acetate), BrBr (Bromine). Reaction conditions: temperature -5 celsius, time 30 minute. Yields the product BrC=1N(C2=CC(=CC=C2C1C1CCCC1)C(=O)OC(C)C)C (isopropyl 2-bromo-3-cyclopentyl-1-methyl-1H-indole-6-carboxylate). The yield is 80.0%. As a reaction SMILES: [CH:1]1([C:6]2[C:14]3[C:9](=[CH:10][C:11]([C:15]([O:17][CH:18]([CH3:20])[CH3:19])=[O:16])=[CH:12][CH:13]=3)[N:8]([CH3:21])[CH:7]=2)[CH2:5][CH2:4][CH2:3][CH2:2]1.C(OC(C)C)(=O)C.[Br:29]Br>>[Br:29][C:7]1[N:8]([CH3:21])[C:9]2[C:14]([C:6]=1[CH:1]1[CH2:2][CH2:3][CH2:4][CH2:5]1)=[CH:13][CH:12]=[C:11]([C:15]([O:17][CH:18]([CH3:19])[CH3:20])=[O:16])[CH:10]=2. Reported procedure: The mixture of isopropyl 3-cyclopentyl-1-methyl-1H-indole-6-carboxylate (84 g, 0.294 mol) and isopropyl acetate (1074 g) was cooled to between −10-0° C. Bromine (50 g, 0.312 mol) was added while the batch was maintained at −10-0° C. The resulting slurry was stirred at the same temperature for additional 30 min and quenched with a pre-cooled solution of sodium thiosulfate pentahydrate (13 g) and triethylamine (64.5 g) in water (240 g) while the temperature was maintained at 0-10° C. The mixture w... The reactants are C(C1=CC=CC=C1)OC1=CC=C(C=C1)CCCCN1C=NC=C1 (1-[4-(4-benzyloxyphenyl)butyl]imidazole). The reagents and catalysts are [C].[Pd] (palladium-carbon). Run in C(C)O (ethanol). Product: OC1=CC=C(C=C1)CCCCN1C=NC=C1 (1-[4-(4-hydroxyphenyl)butyl]imidazole). Yield: 93.5%. As a reaction SMILES: C([O:8][C:9]1[CH:14]=[CH:13][C:12]([CH2:15][CH2:16][CH2:17][CH2:18][N:19]2[CH:23]=[CH:22][N:21]=[CH:20]2)=[CH:11][CH:10]=1)C1C=CC=CC=1>[C].[Pd].C(O)C>[OH:8][C:9]1[CH:14]=[CH:13][C:12]([CH2:15][CH2:16][CH2:17][CH2:18][N:19]2[CH:23]=[CH:22][N:21]=[CH:20]2)=[CH:11][CH:10]=1 |f:1.2|. Procedure details: A mixture of 1-[4-(4-benzyloxyphenyl)butyl]imidazole (13.0 g), palladium-carbon (5%, 10.0 g) and ethanol (100 ml) was subjected to catalitic hydrogenation at room temperature under 1 atom. The catalyst was filtered off, and the filtrate was concentrated to give 1-[4-(4-hydroxyphenyl)butyl]imidazole (8.58 g, 94%). Recrystallization from ethyl acetate-hexane gave colorless prisms, mp 124-125° C. The reactants are BrC1=CC(=C(C=C1)[N+](=O)[O-])F (4-bromo-2-fluoro-1-nitrobenzene), FC=1C=C(CN)C=CC1 (3-fluorobenzylamine), C([O-])([O-])=O.[K+].[K+] (potassium carbonate). Run in C(C)(=O)OCC (ethyl acetate), CN(C=O)C (N,N-dimethylformamide). Run at temperature 80 celsius. Yields the product BrC=1C=CC(=C(NCC2=CC(=CC=C2)F)C1)[N+](=O)[O-] (5-bromo-N-(3-fluorobenzyl)-2-nitroaniline). As a reaction SMILES: [Br:1][C:2]1[CH:7]=[CH:6][C:5]([N+:8]([O-:10])=[O:9])=[C:4](F)[CH:3]=1.[F:12][C:13]1[CH:14]=[C:15]([CH:18]=[CH:19][CH:20]=1)[CH2:16][NH2:17].C(=O)([O-])[O-].[K+].[K+]>CN(C)C=O.C(OCC)(=O)C>[Br:1][C:2]1[CH:7]=[CH:6][C:5]([N+:8]([O-:10])=[O:9])=[C:4]([CH:3]=1)[NH:17][CH2:16][C:15]1[CH:18]=[CH:19][CH:20]=[C:13]([F:12])[CH:14]=1 |f:2.3.4|. Reported procedure: A mixture of 4-bromo-2-fluoro-1-nitrobenzene (500 mg, 2.273 mmol) and 3-fluorobenzylamine (370 mg, 2.95 mmol) in N,N-dimethylformamide (7 mL) was treated with potassium carbonate (1.00 g, 7.24 mmol) and heated at 80° C. for 1 hour. The mixture was diluted with ethyl acetate, washed with brine, dried over magnesium sulfate, filtered and concentrated to give the crude title compound which was used without further purification. Starting materials: Cl (hydrochloric acid), C(C1=CC=CC=C1)N1C(N([C@H]([C@H]1C(=O)OC)C(=O)O)CC1=CC=CC=C1)=O ((4R,5S)-1,3-dibenzyl-5-methoxycarbonyl-2-oxoimidazolidine-4-carboxylic acid), [BH4-].[Na+] (sodium borohydride). Run in C1(=CC=CC=C1)C (toluene), C(C)(C)O (isopropanol), C1(=CC=CC=C1)C (toluene). Conditions: time 30 minute. The product is C(C1=CC=CC=C1)N1C(N([C@@H]2[C@H]1COC2=O)CC2=CC=CC=C2)=O ((3aR,6aS)-1,3-dibenzylhexahydro-1H-furo[3,4-d]imidazole-2,4-dione). The yield is 93.5%. RXN SMILES: [CH2:1]([N:8]1[C@H:12]([C:13](OC)=[O:14])[C@H:11]([C:17](O)=[O:18])[N:10]([CH2:20][C:21]2[CH:26]=[CH:25][CH:24]=[CH:23][CH:22]=2)[C:9]1=[O:27])[C:2]1[CH:7]=[CH:6][CH:5]=[CH:4][CH:3]=1.[BH4-].[Na+].Cl>C1(C)C=CC=CC=1.C(O)(C)C>[CH2:20]([N:10]1[C@@H:11]2[CH2:17][O:18][C:13](=[O:14])[C@@H:12]2[N:8]([CH2:1][C:2]2[CH:7]=[CH:6][CH:5]=[CH:4][CH:3]=2)[C:9]1=[O:27])[C:21]1[CH:26]=[CH:25][CH:24]=[CH:23][CH:22]=1 |f:1.2|. Procedure details: A solution of (4R,5S)-1,3-dibenzyl-5-methoxycarbonyl-2-oxoimidazolidine-4-carboxylic acid (mp., 149°-150° C., [α]36525 =+27.7° at c=1.0 in DMF, 368 mg) in toluene (2 ml) and isopropanol (3 ml) was added dropwise to a suspension of sodium borohydride (100 mg) in toluene at 5°-10° C. The obtained mixture was allowed to warm up to room temperature and to react at the same temperature for 18 hours. Then, 1N hydrochloric acid (10 ml) was added dropwise to the mixture. The mixture was stirred at 55°-6... Starting materials: CCCS, Cc1ccccc1, O=C(O)c1ccccc1, S=P12SP3(=S)SP(=S)(S1)SP(=S)(S2)S3. The product is CCCSC(=S)c1ccccc1. Reaction SMILES: [CH2:10]([CH2:11][CH3:12])[SH:13].[CH3:28][c:29]1[cH:30][cH:31][cH:32][cH:33][cH:34]1.[OH:1][C:2](=[O:3])[c:4]1[cH:5][cH:6][cH:7][cH:8][cH:9]1.[P:14]12(=[S:15])[S:16][P:17]3(=[S:27])[S:18][P:19](=[S:25])([S:20][P:21](=[S:24])([S:22]3)[S:23]1)[S:26]2>>[C:2]([c:4]1[cH:5][cH:6][cH:7][cH:8][cH:9]1)([S:13][CH2:10][CH2:11][CH3:12])=[S:15]. Reactants: CC1=CC(=NN1CC1=CC=C(C=C1)C)C=1OCC(N1)C1=CC=CC=C1 (2-[5-Methyl-1-(4-methylbenzyl)-1H-pyrazol-3-yl]-4-phenyl-4,5-dihydro-1,3-oxazole), ClC=1C(C(=C(C(C1Cl)=O)C#N)C#N)=O (2,3-dichloro-5,6-dicyano-1,4-benzoquinone), resultant mixture. The solvent is O (water), O1CCOCC1 (dioxane). Yields the product CC1=CC(=NN1CC1=CC=C(C=C1)C)C=1OC=C(N1)C1=CC=CC=C1 (2-[5-Methyl-1-(4-methylbenzyl)-1H-pyrazol-3-yl]-4-phenyl-1,3-oxazole). Yield: 15.2%. Reaction SMILES: [CH3:1][C:2]1[N:6]([CH2:7][C:8]2[CH:13]=[CH:12][C:11]([CH3:14])=[CH:10][CH:9]=2)[N:5]=[C:4]([C:15]2[O:16][CH2:17][CH:18]([C:20]3[CH:25]=[CH:24][CH:23]=[CH:22][CH:21]=3)[N:19]=2)[CH:3]=1.ClC1C(=O)C(C#N)=C(C#N)C(=O)C=1Cl>O1CCOCC1.O>[CH3:1][C:2]1[N:6]([CH2:7][C:8]2[CH:9]=[CH:10][C:11]([CH3:14])=[CH:12][CH:13]=2)[N:5]=[C:4]([C:15]2[O:16][CH:17]=[C:18]([C:20]3[CH:25]=[CH:24][CH:23]=[CH:22][CH:21]=3)[N:19]=2)[CH:3]=1. Procedure details: A solution of 2-[5-methyl-1-(4-methylbenzyl)-1H-pyrazol-3-yl]-4-phenyl-4,5-dihydro-1,3-oxazole (Example 69, 100 mg, 0.3 mmol) in dioxane (10 mL) was treated with 2,3-dichloro-5,6-dicyano-1,4-benzoquinone (137 mg, 0.6 mmol), and the resultant mixture was heated at reflux for 16 h. After being cooled to rt, the mixture was diluted with water (10 mL), extracted with ethyl acetate (1×25 mL), washed with NaOH (0.5 N aq., 1×25 mL) and brine (1×25 mL), dried (Na2SO4), filtered, and concentrated to dryn... Reactants: N#N (N2), C(C)(C)[Mg]Cl (iPrMgCl), [Sn](C)(C)(C)Cl ((CH3)3SnCl), BrC=1C=NC=CC1 (3-bromo-pyridine). Solvent: C1CCOC1 (THF). Conditions: temperature 10 celsius, time 2 hour. The product is C[Sn](C=1C=NC=CC1)(C)C (3-Trimethylstannanyl-pyridine). Isolated yield 66.0%. Reaction SMILES: Br[C:2]1[CH:3]=[N:4][CH:5]=[CH:6][CH:7]=1.C([Mg]Cl)(C)C.[Sn:13](Cl)([CH3:16])([CH3:15])[CH3:14].N#N>C1COCC1>[CH3:14][Sn:13]([CH3:16])([CH3:15])[C:2]1[CH:3]=[N:4][CH:5]=[CH:6][CH:7]=1. Reported procedure: To anhydrous THF (100 ml) containing 3-bromo-pyridine (3.29 g, 20.82 mmol), were added 1.2 eq of iPrMgCl (12.49 ml, 2M in THF) and the resulting mixture was stirred for 2 hours under N2 (10° C.). Subsequently 1.2 eq of (CH3)3SnCl were added and the reaction mixture was stirred for 18 hours at room temperature (under N2). The reaction mixture was quenched with a saturated NH4Cl solution, diluted with ethyl acetate, washed three times with a saturated NaHCO3 solution, dried (Na2SO4), filtered and ... Reactants: peroxide, S([O-])(O)=O.[Na+] (sodium bisulfite), OO (hydrogen peroxide), COP(OC)(=O)CP(=O)(OCC)CCCCCCCCCC=C (((10-undecenyl)-ethoxyphosphinyl) methylphosphonic acid dimethyl ester), B (borane), [OH-].[Na+] (NaOH). Run in C(C)(=O)OCC (ethyl acetate). Reaction conditions: temperature -10 celsius, time 15 minute. The product is COP(OC)(=O)CP(=O)(OCC)CCCCCCCCCCCO (((11-hydroxyundecyl)-ethoxyphosphinyl) methylphosphonic acid dimethyl ester). Yield: 90.6%. RXN SMILES: [CH3:1][O:2][P:3]([CH2:7][P:8]([CH2:13][CH2:14][CH2:15][CH2:16][CH2:17][CH2:18][CH2:19][CH2:20][CH2:21][CH:22]=[CH2:23])([O:10][CH2:11][CH3:12])=[O:9])(=[O:6])[O:4][CH3:5].B.[OH-].[Na+].OO.S(=O)(O)[O-:30].[Na+]>C(OCC)(=O)C>[CH3:5][O:4][P:3]([CH2:7][P:8]([CH2:13][CH2:14][CH2:15][CH2:16][CH2:17][CH2:18][CH2:19][CH2:20][CH2:21][CH2:22][CH2:23][OH:30])([O:10][CH2:11][CH3:12])=[O:9])(=[O:6])[O:2][CH3:1] |f:2.3,5.6|. Procedure: ((10-undecenyl)-ethoxyphosphinyl) methylphosphonic acid dimethyl ester (30 g, 81.4 mmol) was added slowly to the borane solution. The reaction mixture was stirred at −10° C. for 15 minutes and then warmed to ambient temperature and stirred for 2 hours. The solution was again cooled to −10° C. and 1N NaOH (81.4 mL, 81.4 mmol) was added dropwise in a manner that controlled the frothing. This addition was followed by the addition of a 30 wt % hydrogen peroxide solution (28.6 g). This mixture was th... Starting materials: BrC=1C=C2CCC(C2=CC1)=O (5-bromoindan-1-one), C1(=CC=CC=C1)P(C1=CC=CC=C1)C1=CC=CC=C1 (triphenylphosphine), C(#C)[Si](C)(C)C (ethynyltrimethylsilane). The reagents and catalysts are C(C)(=O)[O-].[Pd+2].C(C)(=O)[O-] (palladium(II) acetate). Solvent: C(C)N(CC)CC (triethylamine). Product: C[Si](C)(C)C#CC=1C=C2CCC(C2=CC1)=O (5-Trimethylsilanylethynylindan-1-one). Reaction SMILES: Br[C:2]1[CH:3]=[C:4]2[C:8](=[CH:9][CH:10]=1)[C:7](=[O:11])[CH2:6][CH2:5]2.C1(P(C2C=CC=CC=2)C2C=CC=CC=2)C=CC=CC=1.[C:31]([Si:33]([CH3:36])([CH3:35])[CH3:34])#[CH:32]>C(N(CC)CC)C.C([O-])(=O)C.[Pd+2].C([O-])(=O)C>[CH3:34][Si:33]([C:31]#[C:32][C:2]1[CH:3]=[C:4]2[C:8](=[CH:9][CH:10]=1)[C:7](=[O:11])[CH2:6][CH2:5]2)([CH3:36])[CH3:35] |f:4.5.6|. Reported procedure: 2.11 g of 5-bromoindan-1-one are suspended in 10 ml of degassed triethylamine with 67.2 mg of palladium(II) acetate and 78.6 mg of triphenylphosphine with 2.12 ml of ethynyltrimethylsilane and the mixture is stirred under reflux for 1 h. The cooled reaction mixture is concentrated, taken up with 20 ml of satd sodium hydrogencarbonate solution and 40 ml of ethyl acetate and the organic phase is washed first with water, then with satd sodium chloride solution. The organic phase is dried over magne...